From a dataset of the Open Reaction Database (ORD), a public repository of structured organic reaction records. describe an organic reaction: reactants, conditions, products, and yield RXN SMILES: [CH2:1]([O:9][CH2:10][CH2:11][OH:12])[CH:2]=[CH:3][CH2:4][CH2:5][CH2:6][CH:7]=[CH2:8].[C:13](OC)(=[O:17])[C:14]([CH3:16])=[CH2:15]>>[CH3:16][C:14](=[CH2:15])[C:13]([O:12][CH2:11][CH2:10][O:9][CH2:1]/[CH:2]=[CH:3]/[CH2:4][CH2:5][CH2:6][CH:7]=[CH2:8])=[O:17]. Yields the product CC(C(=O)OCCOC\C=C\CCCC=C)=C (2-((2-E)octa-2,7-dienyloxy)ethyl 2-methylprop-2-enoate). The reactants are C(C=CCCCC=C)OCCO (2-octa-2,7-dienyloxyethanol), C(C(=C)C)(=O)OC (methyl methacrylate). Procedure details: The resulting 2-octa-2,7-dienyloxyethanol was subsequently reacted with methyl methacrylate to give 2-((2-E)octa-2,7-dienyloxy)ethyl 2-methylprop-2-enoate.